This data is from the Open Reaction Database (ORD), a public repository of structured organic reaction records. The task is: describe an organic reaction: reactants, conditions, products, and yield Starting materials: CC(=O)Nc1cc([N+](=O)[O-])ccc1C(=O)O, CC(C)CCCC(C)C1CCC2C3CCC4CC(N)CCC4(C)C3CCC12C. Yields the product CC(=O)Nc1cc([N+](=O)[O-])ccc1C(=O)NC1CCC2(C)C(CCC3C2CCC2(C)C(C(C)CCCC(C)C)CCC32)C1. RXN SMILES: [C:1]([CH3:2])(=[O:3])[NH:4][c:5]1[c:6]([C:7](=[O:8])[OH:9])[cH:10][cH:11][c:12]([N+:14](=[O:15])[O-:16])[cH:13]1.[NH2:17][CH:18]1[CH2:19][CH:20]2[CH2:21][CH2:22][CH:23]3[CH:24]4[CH2:25][CH2:26][CH:27]([CH:28]([CH2:29][CH2:30][CH2:31][CH:32]([CH3:33])[CH3:34])[CH3:35])[C:36]4([CH3:44])[CH2:37][CH2:38][CH:39]3[C:40]2([CH3:43])[CH2:41][CH2:42]1>>[C:1]([CH3:2])(=[O:3])[NH:4][c:5]1[c:6]([C:7](=[O:9])[NH:17][CH:18]2[CH2:19][CH:20]3[CH2:21][CH2:22][CH:23]4[CH:24]5[CH2:25][CH2:26][CH:27]([CH:28]([CH2:29][CH2:30][CH2:31][CH:32]([CH3:33])[CH3:34])[CH3:35])[C:36]5([CH3:44])[CH2:37][CH2:38][CH:39]4[C:40]3([CH3:43])[CH2:41][CH2:42]2)[cH:10][cH:11][c:12]([N+:14](=[O:15])[O-:16])[cH:13]1. Starting materials: COC(=O)COc1ccc(C(=O)NC(=O)Nc2ccc(C(N)=S)cc2)cc1, CC(C)=O, CI. Yields the product COC(=O)COc1ccc(C(=O)NC(=O)Nc2ccc(C(=N)SC)cc2)cc1, I. As a reaction SMILES: [C:3]([NH2:4])(=[S:5])[c:6]1[cH:7][cH:8][c:9]([NH:12][C:13]([NH:14][C:15](=[O:16])[c:17]2[cH:18][cH:19][c:20]([O:21][CH2:22][C:23](=[O:24])[O:25][CH3:26])[cH:27][cH:28]2)=[O:29])[cH:10][cH:11]1.[CH3:30][C:31](=[O:32])[CH3:33].[I:1][CH3:2]>>[CH3:2][S:5][C:3](=[NH:4])[c:6]1[cH:7][cH:8][c:9]([NH:12][C:13]([NH:14][C:15](=[O:16])[c:17]2[cH:18][cH:19][c:20]([O:21][CH2:22][C:23](=[O:24])[O:25][CH3:26])[cH:27][cH:28]2)=[O:29])[cH:10][cH:11]1.[IH:1].